Task: describe an organic reaction: reactants, conditions, products, and yield. Dataset: the Open Reaction Database (ORD), a public repository of structured organic reaction records Starting materials: CC(C)([O-])C.[Na+] (sodium tert-butoxide), OC(=O)C(F)(F)F.C(C1=CC=CC=C1)N1CC2=NC(=C(N=C2CC1)NC(C)(C)C)Cl (6-benzyl-N-(tert-butyl)-3-chloro-5,6,7,8-tetrahydropyrido[3,4-b]pyrazin-2-amine TFA salt), Cl.FC1=C(OC2CCNCC2)C=CC(=C1)F (4-(2,4-difluorophenoxyl)piperidine hydrochloride). The reagents and catalysts are C=1C=CC(=CC1)/C=C/C(=O)/C=C/C2=CC=CC=C2.C=1C=CC(=CC1)/C=C/C(=O)/C=C/C2=CC=CC=C2.C=1C=CC(=CC1)/C=C/C(=O)/C=C/C2=CC=CC=C2.[Pd].[Pd] (Pd2(dba)3), C=1C=CC(=CC1)P(C=2C=CC=CC2)C3=CC=C4C=CC=CC4=C3C5=C6C=CC=CC6=CC=C5P(C=7C=CC=CC7)C=8C=CC=CC8 (BINAP). Solvent: CN(C)C=O (DMF), C1(=CC=CC=C1)C (toluene). Yields the product C(C1=CC=CC=C1)N1CC2=NC(=C(N=C2CC1)NC(C)(C)C)N1CCC(CC1)OC1=C(C=C(C=C1)F)F (6-benzyl-N-(tert-butyl)-3-(4-(2,4-difluorophenoxyl)piperidin-1-yl)-5,6,7,8-tetrahydropyrido[3,4-b]pyrazin-2-amine), C(=O)(C(F)(F)F)O (TFA). Isolated yield 483.8%. Reaction SMILES: CC(C)([O-])C.[Na+].[OH:7][C:8]([C:10]([F:13])([F:12])[F:11])=[O:9].[CH2:14]([N:21]1[CH2:30][CH2:29][C:28]2[C:23](=[N:24][C:25](Cl)=[C:26]([NH:31][C:32]([CH3:35])([CH3:34])[CH3:33])[N:27]=2)[CH2:22]1)[C:15]1[CH:20]=[CH:19][CH:18]=[CH:17][CH:16]=1.Cl.[F:38][C:39]1[CH:51]=[C:50]([F:52])[CH:49]=[CH:48][C:40]=1[O:41][CH:42]1[CH2:47][CH2:46][NH:45][CH2:44][CH2:43]1>C1(C)C=CC=CC=1.CN(C=O)C.C1C=CC(/C=C/C(/C=C/C2C=CC=CC=2)=O)=CC=1.C1C=CC(/C=C/C(/C=C/C2C=CC=CC=2)=O)=CC=1.C1C=CC(/C=C/C(/C=C/C2C=CC=CC=2)=O)=CC=1.[Pd].[Pd].C1C=CC(P(C2C(C3C(P(C4C=CC=CC=4)C4C=CC=CC=4)=CC=C4C=3C=CC=C4)=C3C(C=CC=C3)=CC=2)C2C=CC=CC=2)=CC=1>[CH2:14]([N:21]1[CH2:30][CH2:29][C:28]2[C:23](=[N:24][C:25]([N:45]3[CH2:44][CH2:43][CH:42]([O:41][C:40]4[CH:48]=[CH:49][C:50]([F:52])=[CH:51][C:39]=4[F:38])[CH2:47][CH2:46]3)=[C:26]([NH:31][C:32]([CH3:35])([CH3:34])[CH3:33])[N:27]=2)[CH2:22]1)[C:15]1[CH:20]=[CH:19][CH:18]=[CH:17][CH:16]=1.[C:8]([OH:9])([C:10]([F:13])([F:12])[F:11])=[O:7] |f:0.1,2.3,4.5,8.9.10.11.12|. Procedure: A solution of sodium tert-butoxide (81 mg, 0.843 mmol), 6-benzyl-N-(tert-butyl)-3-chloro-5,6,7,8-tetrahydropyrido[3,4-b]pyrazin-2-amine TFA salt (125 mg, 0.281 mmol), Pd2(dba)3 (12.86 mg, 0.014 mmol), 4-(2,4-difluorophenoxyl)piperidine hydrochloride (84 mg, 0.337 mmol), and BINAP (17.50 mg, 0.028 mmol) in toluene (937 μL) was stirred at 90° C. overnight. The crude reaction mixture was diluted in DMF, filtered through a hydrophilic PTFE 0.45 μm filter (Millipore® Millex-LCR), and purified via HPL...